From a dataset of the Open Reaction Database (ORD), a public repository of structured organic reaction records. describe an organic reaction: reactants, conditions, products, and yield Starting materials: CN(C)C1=NC=CC=C1 (Dimethylaminopyridine), CCN=C=NCCCN(C)C.Cl (EDCl), C=1C=CC2=C(C1)N=NN2O (HOBt), N1CC(C1)CC=1SC=C(N1)C1=CC=C(C=C1)F (2-(azetidin-3-ylmethyl)-4-(4-fluorophenyl)thiazole), FC(C1=NC(=NO1)C=1C=C(C(=O)O)C=CC1)(F)F (3-(5-(trifluoromethyl)-1,2,4-oxadiazol-3-yl)benzoic acid). Solvent: CN(C)C=O (DMF). Reaction conditions: time 2 hour. Product: FC1=CC=C(C=C1)C=1N=C(SC1)CC1CN(C1)C(=O)C1=CC(=CC=C1)C1=NOC(=N1)C(F)(F)F ((3-((4-(4-fluorophenyl)thiazol-2-yl)methyl)azetidin-1-yl)(3-(5-(trifluoromethyl)-1,2,4-oxadiazol-3-yl)phenyl)methanone). Isolated yield 46.2%. RXN SMILES: CN(C1C=CC=CN=1)C.CCN=C=NCCCN(C)C.Cl.C1C=CC2N(O)N=NC=2C=1.[NH:32]1[CH2:35][CH:34]([CH2:36][C:37]2[S:38][CH:39]=[C:40]([C:42]3[CH:47]=[CH:46][C:45]([F:48])=[CH:44][CH:43]=3)[N:41]=2)[CH2:33]1.[F:49][C:50]([F:66])([F:65])[C:51]1[O:55][N:54]=[C:53]([C:56]2[CH:57]=[C:58]([CH:62]=[CH:63][CH:64]=2)[C:59](O)=[O:60])[N:52]=1>CN(C=O)C>[F:48][C:45]1[CH:46]=[CH:47][C:42]([C:40]2[N:41]=[C:37]([CH2:36][CH:34]3[CH2:35][N:32]([C:59]([C:58]4[CH:62]=[CH:63][CH:64]=[C:56]([C:53]5[N:52]=[C:51]([C:50]([F:65])([F:49])[F:66])[O:55][N:54]=5)[CH:57]=4)=[O:60])[CH2:33]3)[S:38][CH:39]=2)=[CH:43][CH:44]=1 |f:1.2|. Reported procedure: Dimethylaminopyridine (0.151 g, 1.24 mmol), EDCl (0.142 g, 0.744 mmol), and HOBt (0.095 g, 0.620 mmol) were added to a solution of 2-(azetidin-3-ylmethyl)-4-(4-fluorophenyl)thiazole (0.170 g, 0.682 mmol) in DMF (10.0 mL), followed by 3-(5-(trifluoromethyl)-1,2,4-oxadiazol-3-yl)benzoic acid (0.160 g, 0.62 mmol). The reaction was stirred at room temperature for 2 h and concentrated under reduced pressure. The residue was diluted with EtOAc, washed with water and brine, dried over anhydrous Na2SO4,... Reactants: NC(=O)C=1C=C(C=C2C(=NNC12)C1CCN(CC1)C(=O)OC(C)(C)C)Br (1,1-dimethylethyl 4-[7-(aminocarbonyl)-5-bromo-1H-indazol-3-yl]-1-piperidinecarboxylate), NC(=O)C=1C=C(C=C2C(=NNC12)C1CCN(CC1)C(=O)OC(C)(C)C)Br (1,1-dimethylethyl 4-[7-(aminocarbonyl)-5-bromo-1H-indazol-3-yl]-1-piperidinecarboxylate), CC1(OB(OC1(C)C)C=1C=NNC1)C (4-(4,4,5,5-tetramethyl-1,3,2-dioxaborolan-2-yl)-1H-pyrazole), C([O-])([O-])=O.[Cs+].[Cs+] (cesium carbonate). Reagents/catalysts: C=1C=CC(=CC1)[P](C=2C=CC=CC2)(C=3C=CC=CC3)[Pd]([P](C=4C=CC=CC4)(C=5C=CC=CC5)C=6C=CC=CC6)([P](C=7C=CC=CC7)(C=8C=CC=CC8)C=9C=CC=CC9)[P](C=1C=CC=CC1)(C=1C=CC=CC1)C=1C=CC=CC1 (Pd(PPh3)4). Solvent: O1CCOCC1.O (dioxane water). Product: NC(=O)C=1C=C(C=C2C(=NNC12)C1CCN(CC1)C(=O)OC(C)(C)C)C=1C=NNC1 (1,1-dimethylethyl 4-[7-(aminocarbonyl)-5-(1H-pyrazol-4-yl)-1H-indazol-3-yl]-1-piperidinecarboxylate). As a reaction SMILES: [NH2:1][C:2]([C:4]1[CH:5]=[C:6](Br)[CH:7]=[C:8]2[C:12]=1[NH:11][N:10]=[C:9]2[CH:13]1[CH2:18][CH2:17][N:16]([C:19]([O:21][C:22]([CH3:25])([CH3:24])[CH3:23])=[O:20])[CH2:15][CH2:14]1)=[O:3].CC1(C)C(C)(C)OB([C:35]2[CH:36]=[N:37][NH:38][CH:39]=2)O1.C(=O)([O-])[O-].[Cs+].[Cs+]>O1CCOCC1.O.C1C=CC([P]([Pd]([P](C2C=CC=CC=2)(C2C=CC=CC=2)C2C=CC=CC=2)([P](C2C=CC=CC=2)(C2C=CC=CC=2)C2C=CC=CC=2)[P](C2C=CC=CC=2)(C2C=CC=CC=2)C2C=CC=CC=2)(C2C=CC=CC=2)C2C=CC=CC=2)=CC=1>[NH2:1][C:2]([C:4]1[CH:5]=[C:6]([C:35]2[CH:36]=[N:37][NH:38][CH:39]=2)[CH:7]=[C:8]2[C:12]=1[NH:11][N:10]=[C:9]2[CH:13]1[CH2:18][CH2:17][N:16]([C:19]([O:21][C:22]([CH3:25])([CH3:24])[CH3:23])=[O:20])[CH2:15][CH2:14]1)=[O:3] |f:2.3.4,5.6,^1:57,59,78,97|. Reported procedure: Following the general procedure of Example 66, a mixture of 1,1-dimethylethyl 4-[7-(aminocarbonyl)-5-bromo-1H-indazol-3-yl]-1-piperidinecarboxylate (Intermediate 5) (30 mg, 0.07 mmols), 4-(4,4,5,5-tetramethyl-1,3,2-dioxaborolan-2-yl)-1H-pyrazole (41 mg, 0.21 mmols), cesium carbonate (150 mg), and Pd(PPh3)4 (10 mg) in dioxane/water (3/1, 4 mL) were reacted to give the title compound. The reactants are [Li]CCCC, CCCCCC, C[Si](C)(C)N[Si](C)(C)C, CC#N, COc1ccc2c(c1)C(=O)C(c1ccccc1)C2, C1CCOC1, O. Product: COc1ccc2c(c1)C(=CC#N)C(c1ccccc1)C2. RXN SMILES: [CH2:16]([Li:17])[CH2:18][CH2:19][CH3:20].[CH3:10][CH2:11][CH2:12][CH2:13][CH2:14][CH3:15].[CH3:1][Si:2]([CH3:3])([CH3:4])[NH:5][Si:6]([CH3:7])([CH3:8])[CH3:9].[CH3:21][C:22]#[N:23].[CH3:24][O:25][c:26]1[cH:27][cH:28][c:29]2[c:33]([cH:34]1)[C:32](=[O:35])[CH:31]([c:36]1[cH:37][cH:38][cH:39][cH:40][cH:41]1)[CH2:30]2.[O:42]1[CH2:43][CH2:44][CH2:45][CH2:46]1.[OH2:47]>>[CH:21]([C:22]#[N:23])=[C:32]1[CH:31]([c:36]2[cH:37][cH:38][cH:39][cH:40][cH:41]2)[CH2:30][c:29]2[cH:28][cH:27][c:26]([O:25][CH3:24])[cH:34][c:33]21. The reactants are FC=1C=C2CCC(CC2=C(C1)F)NC(C(=O)O)CCC (2-(6,8-Difluoro-1,2,3,4-tetrahydro-naphthalen-2-ylamino)-pentanoic acid), CN(CC(C)(C)N1C=NC(=C1)N)C (1-(2-Dimethylamino-1,1-dimethyl-ethyl)-1H-imidazol-4-ylamine). The product is CN(CC(C)(C)N1C=NC(=C1)NC(C(CCC)NC1CC2=C(C=C(C=C2CC1)F)F)=O)C (2-(6,8-Difluoro-1,2,3,4-tetrahydro-naphthalen-2-ylamino)-pentanoic acid [1-(2-dimethylamino-1,1-dimethyl-ethyl)-1H-imidazol-4-yl]-amide). Reaction SMILES: [F:1][C:2]1[CH:3]=[C:4]2[C:9](=[C:10]([F:12])[CH:11]=1)[CH2:8][CH:7]([NH:13][CH:14]([CH2:18][CH2:19][CH3:20])[C:15]([OH:17])=O)[CH2:6][CH2:5]2.[CH3:21][N:22]([CH3:33])[CH2:23][C:24]([N:27]1[CH:31]=[C:30]([NH2:32])[N:29]=[CH:28]1)([CH3:26])[CH3:25]>>[CH3:33][N:22]([CH3:21])[CH2:23][C:24]([N:27]1[CH:31]=[C:30]([NH:32][C:15](=[O:17])[CH:14]([NH:13][CH:7]2[CH2:6][CH2:5][C:4]3[C:9](=[C:10]([F:12])[CH:11]=[C:2]([F:1])[CH:3]=3)[CH2:8]2)[CH2:18][CH2:19][CH3:20])[N:29]=[CH:28]1)([CH3:26])[CH3:25]. Reported procedure: Following the procedure for Example 86, 2-(6,8-Difluoro-1,2,3,4-tetrahydro-naphthalen-2-ylamino)-pentanoic acid (diastereomer 2) was reacted with 1-(2-Dimethylamino-1,1-dimethyl-ethyl)-1H-imidazol-4-ylamine to afford the title compound: C13 NMR (100 MHz, CDCl3) 14.1, 19.5, 26.2, 28.2, 28.8, 28.9, 29.8, 36.6, 48.0, 52.8, 59.0, 60.9, 70.0, 100.8, 101.1, 101.3, 104.6, 110.7, 110.8, 131.3, 137.4, 172.3; MS m/z 448.3 (M+1). The reactants are ClCC(=O)N(C1=C(C=CC=C1C)CC)C(COC)C (2-chloro-2'-ethyl-6'-methyl-N-(1-methyl-2-methoxyethyl)-acetanilide), Formula IV, ClCC(=O)N(C1=C(C=CC=C1CC)CC)COCCCC (2-chloro-2',6'-diethyl-N-(butoxymethyl)acetanilide), ClCC(=O)N(C1=C(C=CC=C1C)C)CC1=NNC=C1 (2-chloro-2', 6'-dimethyl-N-(pyrazolylmethyl)acetanilide), ClCC(=O)N(C1=C(C=CC=C1C)CC)COCC (2-chloro-2'-ethyl-6'-methyl-N-(ethoxymethyl) acetanilide), ClCC(=O)N(C1=C(C=CC=C1CC)CC)COC (2-chloro-2',6'-diethyl-N-(methoxymethyl) acetanilide), ClCC(=O)N(C1=C(C=CC=C1CC)CC)CCOCCC (2-chloro-2',6'-diethyl-N-(2-n-propoxyethyl)-acetanilide). Product: N1(N=CC=C1)CN(C(CCl)=O)C=1C(=NC=NC1OC)OC (N-(1-pyrazol-1-ylmethyl)-N-(4,6-dimethoxypyrimidin-5-yl)-2-chloroacetamide). RXN SMILES: ClCC([N:5]([CH2:15][O:16][CH2:17]C)[C:6]1C(C)=CC=CC=1CC)=O.ClCC([N:23](COC)C1C(CC)=CC=CC=1CC)=O.ClCC(N(COCCCC)C1C(CC)=CC=CC=1CC)=O.ClCC(N(C(C)COC)C1C(C)=CC=CC=1CC)=O.[Cl:77][CH2:78][C:79]([N:81]([CH2:92][CH2:93][O:94][CH2:95]CC)[C:82]1C(CC)=CC=CC=1CC)=[O:80].ClCC(N(C[C:112]1[CH:116]=[CH:115][NH:114][N:113]=1)C1C(C)=CC=CC=1C)=O>>[N:113]1([CH2:82][N:81]([C:92]2[C:93]([O:94][CH3:95])=[N:23][CH:6]=[N:5][C:15]=2[O:16][CH3:17])[C:79](=[O:80])[CH2:78][Cl:77])[CH:112]=[CH:116][CH:115]=[N:114]1. Procedure details: The most preferred species of compounds according to Formula IV are 2-chloro-2'-ethyl-6'-methyl-N-(ethoxymethyl) acetanilide (common name "acetochlor"), 2-chloro-2',6'-diethyl-N-(methoxymethyl) acetanilide (common name "alachlor"), 2-chloro-2',6'-diethyl-N-(butoxymethyl)acetanilide (common name "butachlor"), 2-chloro-2'-ethyl-6'-methyl-N-(1-methyl-2-methoxyethyl)-acetanilide (common name "metolachlor"), 2-chloro-2',6'-diethyl-N-(2-n-propoxyethyl)-acetanilide (common name "pretilachlor") and 2-ch... Starting materials: C(C1=CC=CC=C1)OCCCC(=O)O (4-benzyloxybutyric acid), S(O)(O)(=O)=O (sulfuric acid), CO (methanol). Reaction conditions: time 8 hour. Yields the product C(C1=CC=CC=C1)OCCCC(=O)OC (methyl 4-benzyloxybutyrate). As a reaction SMILES: [CH2:1]([O:8][CH2:9][CH2:10][CH2:11][C:12]([OH:14])=[O:13])[C:2]1[CH:7]=[CH:6][CH:5]=[CH:4][CH:3]=1.S(=O)(=O)(O)O.[CH3:20]O>>[CH2:1]([O:8][CH2:9][CH2:10][CH2:11][C:12]([O:14][CH3:20])=[O:13])[C:2]1[CH:7]=[CH:6][CH:5]=[CH:4][CH:3]=1. Procedure: To a solution of 4-benzyloxybutyric acid (54.8 g, 0.282 mol) in methanol (1.4 L), was added sulfuric acid (concentrated, 1.4 mL) dropwise and it was stirred at room temperature under nitrogen overnight. The reaction mixture was concentrated on a rota-vapor, the residue was then partitioned between ethyl acetate (700 mL) and saturated sodium bicarbonate aqueous solution (200 mL). The organic phase was separated, washed with brine (2×100 mL), then dried over Na2SO4 and filtered. Evaporation of sol... The reactants are ClC1=NC=CC(=C1)OC1=CC2=C(N=C(S2)S(=O)C)C=C1 (6-(2-chloropyridin-4-yloxy)-2-(methylsulfinyl)benzo[d]thiazole), N[C@@H](CO)CC(C)C ((R)-2-amino-4-methylpentan-1-ol), CCN(C(C)C)C(C)C (DIPEA). The solvent is CN1CCCC1=O (NMP). Conditions: temperature 100 celsius, time 18 hour. Yields the product ClC1=NC=CC(=C1)OC1=CC2=C(N=C(S2)N[C@@H](CO)CC(C)C)C=C1 ((R)-2-(6-(2-chloropyridin-4-yloxy)benzo[d]thiazol-2-ylamino)-4-methylpentan-1-ol). The yield is 38.8%. Reaction SMILES: [Cl:1][C:2]1[CH:7]=[C:6]([O:8][C:9]2[CH:20]=[CH:19][C:12]3[N:13]=[C:14](S(C)=O)[S:15][C:11]=3[CH:10]=2)[CH:5]=[CH:4][N:3]=1.[NH2:21][C@H:22]([CH2:25][CH:26]([CH3:28])[CH3:27])[CH2:23][OH:24].CCN(C(C)C)C(C)C>CN1C(=O)CCC1>[Cl:1][C:2]1[CH:7]=[C:6]([O:8][C:9]2[CH:20]=[CH:19][C:12]3[N:13]=[C:14]([NH:21][C@H:22]([CH2:25][CH:26]([CH3:28])[CH3:27])[CH2:23][OH:24])[S:15][C:11]=3[CH:10]=2)[CH:5]=[CH:4][N:3]=1. Procedure details: To the solution of 6-(2-chloropyridin-4-yloxy)-2-(methylsulfinyl)benzo[d]thiazole (26 mg, 80 μmol) in 400 μL of NMP was added (R)-2-amino-4-methylpentan-1-ol (33 μL, 250 μmol) and DIPEA (17 μL, 100 μmol). The reaction solution was stirred at 100° C. for 18 hours. The crude reaction solution was purified on prep HPLC and evaporated in vacuo to give (R)-2-(6-(2-chloropyridin-4-yloxy)benzo[d]thiazol-2-ylamino)-4-methylpentan-1-ol (12 mg, 31 μmol) as powder. ES/MS m/z 378.1 (MH+).